From a dataset of the Open Reaction Database (ORD), a public repository of structured organic reaction records. describe an organic reaction: reactants, conditions, products, and yield Reactants: N1=CC=C(C=C1)C1=CC=C(C=O)C=C1 (4-(4-pyridinyl)-benzaldehyde), N1(N=CC=C1)C1=CC=C(C=O)C=C1 (4-(1H-pyrazol-1-yl)-benzaldehyde). Product: N1=CC=C(C=C1)C1=CC=C(C=C1)/C=C/C=O ((2E)-3-[4-(4-Pyridinyl)phenyl]-2-propenal). Reaction SMILES: [N:1]1[CH:6]=[CH:5][C:4]([C:7]2[CH:14]=[CH:13][C:10]([CH:11]=O)=[CH:9][CH:8]=2)=[CH:3][CH:2]=1.N1(C2C=C[C:23]([CH:24]=[O:25])=CC=2)C=CC=N1>>[N:1]1[CH:6]=[CH:5][C:4]([C:7]2[CH:14]=[CH:13][C:10](/[CH:11]=[CH:23]/[CH:24]=[O:25])=[CH:9][CH:8]=2)=[CH:3][CH:2]=1. Reported procedure: The title compound was prepared by a procedure analogous to Reference Example 30 by substituting 4-(4-pyridinyl)-benzaldehyde (prepared as described in WO 9828264) for the 4-(1H-pyrazol-1-yl)-benzaldehyde of Reference Example 30. MS 210 (M+H)+. The reactants are CSc1ncc(C(=O)NN)c(OCC[Si](C)(C)C)n1, O=C(Cl)C1CC1, ClC(Cl)Cl, [Na+], O=C([O-])O. The product is CSc1ncc(C(=O)NNC(=O)C2CC2)c(OCC[Si](C)(C)C)n1. Reaction SMILES: [CH3:1][S:2][c:3]1[n:4][cH:5][c:6]([C:16](=[O:17])[NH:18][NH2:19])[c:7]([O:9][CH2:10][CH2:11][Si:12]([CH3:13])([CH3:14])[CH3:15])[n:8]1.[CH:25]1([C:28](=[O:29])[Cl:30])[CH2:26][CH2:27]1.[CH:31]([Cl:32])([Cl:33])[Cl:34].[Na+:20].[OH:21][C:22](=[O:23])[O-:24]>>[CH3:1][S:2][c:3]1[n:4][cH:5][c:6]([C:16](=[O:17])[NH:18][NH:19][C:28]([CH:25]2[CH2:26][CH2:27]2)=[O:29])[c:7]([O:9][CH2:10][CH2:11][Si:12]([CH3:13])([CH3:14])[CH3:15])[n:8]1. Starting materials: C1(=CC=C(C=C1)COC=1C=C2CCC(CC2=CC1)CCN(C)C)C1=CC=CC=C1 ((−)-6-(4-biphenylyl)methoxy-2-[2-(N,N-dimethylamino)ethyl]tetralin), C(CC(O)(C(=O)O)CC(=O)O)(=O)O (citric acid). Run in CO (methanol), CO (methanol). Product: C(CC(O)(C(=O)O)CC(=O)O)(=O)O.C1(=CC=C(C=C1)COC=1C=C2CCC(CC2=CC1)CCN(C)C)C1=CC=CC=C1 ((−)-6-(4-Biphenylyl)methoxy-2-[2-(N,N-dimethylamino)ethyl]tetralin Citrate). The yield is 97.5%. As a reaction SMILES: [C:1]1([C:24]2[CH:29]=[CH:28][CH:27]=[CH:26][CH:25]=2)[CH:6]=[CH:5][C:4]([CH2:7][O:8][C:9]2[CH:10]=[C:11]3[C:16](=[CH:17][CH:18]=2)[CH2:15][CH:14]([CH2:19][CH2:20][N:21]([CH3:23])[CH3:22])[CH2:13][CH2:12]3)=[CH:3][CH:2]=1.[C:30]([OH:42])(=[O:41])[CH2:31][C:32]([CH2:37][C:38]([OH:40])=[O:39])([C:34]([OH:36])=[O:35])[OH:33]>CO>[C:30]([OH:42])(=[O:41])[CH2:31][C:32]([CH2:37][C:38]([OH:40])=[O:39])([C:34]([OH:36])=[O:35])[OH:33].[C:1]1([C:24]2[CH:25]=[CH:26][CH:27]=[CH:28][CH:29]=2)[CH:2]=[CH:3][C:4]([CH2:7][O:8][C:9]2[CH:10]=[C:11]3[C:16](=[CH:17][CH:18]=2)[CH2:15][CH:14]([CH2:19][CH2:20][N:21]([CH3:23])[CH3:22])[CH2:13][CH2:12]3)=[CH:5][CH:6]=1 |f:3.4|. Procedure: To a solution of (−)-6-(4-biphenylyl)methoxy-2-[2-(N,N-dimethylamino)ethyl]tetralin (1.3 g) in methanol (10 ml) was added a solution of citric acid (0.65 g) in methanol (10 ml) and the resulting precipitated salt was collected by filtration and washed with methanol, ethyl acetate, and diethyl ether to obtain the titled compound (1.9 g). Starting materials: OC(=O)C(F)(F)F.FC(CNC=1N=C2C(=NC1N1CCC(CC1)OC1=C(C=C(C=C1)F)F)CNCC2)F (N-(2,2-difluoroethyl)-3-(4-(2,4-difluorophenoxyl)piperidin-1-yl)-5,6,7,8-tetrahydropyrido[3,4-b]pyrazin-2-amine TFA salt), CN(C(=O)Cl)C (dimethylcarbamic chloride), CCN(C(C)C)C(C)C (DIPEA). Solvent: C(Cl)Cl (DCM), CN(C)C=O (DMF). Reaction conditions: time 8 hour. The product is FC(CNC=1N=C2C(=NC1N1CCC(CC1)OC1=C(C=C(C=C1)F)F)CN(CC2)C(=O)N(C)C)F (2-(2,2-difluoroethylamino)-3-(4-(2,4-difluorophenoxyl)piperidin-1-yl)-N,N-dimethyl-7,8-dihydropyrido[3,4-b]pyrazine-6(5H)-carboxamide), C(=O)(C(F)(F)F)O (TFA). Yield: 219.3%. As a reaction SMILES: [OH:1][C:2]([C:4]([F:7])([F:6])[F:5])=[O:3].[F:8][CH:9]([F:37])[CH2:10][NH:11][C:12]1[N:13]=[C:14]2[CH2:36][CH2:35][NH:34][CH2:33][C:15]2=[N:16][C:17]=1[N:18]1[CH2:23][CH2:22][CH:21]([O:24][C:25]2[CH:30]=[CH:29][C:28]([F:31])=[CH:27][C:26]=2[F:32])[CH2:20][CH2:19]1.[CH3:38][N:39]([CH3:43])[C:40](Cl)=[O:41].CCN(C(C)C)C(C)C>C(Cl)Cl.CN(C=O)C>[F:37][CH:9]([F:8])[CH2:10][NH:11][C:12]1[N:13]=[C:14]2[CH2:36][CH2:35][N:34]([C:40]([N:39]([CH3:43])[CH3:38])=[O:41])[CH2:33][C:15]2=[N:16][C:17]=1[N:18]1[CH2:19][CH2:20][CH:21]([O:24][C:25]2[CH:30]=[CH:29][C:28]([F:31])=[CH:27][C:26]=2[F:32])[CH2:22][CH2:23]1.[C:2]([OH:3])([C:4]([F:7])([F:6])[F:5])=[O:1] |f:0.1|. Procedure: A solution of N-(2,2-difluoroethyl)-3-(4-(2,4-difluorophenoxyl)piperidin-1-yl)-5,6,7,8-tetrahydropyrido[3,4-b]pyrazin-2-amine TFA salt (15 mg, 0.028 mmol) in DCM (278 μL) at room temperature was treated with dimethylcarbamic chloride (3.0 mg, 0.028 mmol) and DIPEA (4.9 μL, 0.028 mmol), and the resulting reaction mixture was stirred overnight. The crude reaction mixture was diluted in DMF, filtered through a hydrophilic PTFE 0.45 nm filter (Millipore® Millex-LCR), and purified via HPLC Method A t... Reactants: C1CCOC1, O=C(Nc1cnc(CCOC2CCCCO2)cn1)C(CC1CCOCC1)c1ccc(S(=O)(=O)C2CC2)c(C2CC2)c1, Cl, O. Product: O=C(Nc1cnc(CCO)cn1)C(CC1CCOCC1)c1ccc(S(=O)(=O)C2CC2)c(C2CC2)c1. RXN SMILES: [CH2:44]1[O:45][CH2:46][CH2:47][CH2:48]1.[CH:1]1([c:4]2[cH:5][c:6]([CH:16]([C:17](=[O:18])[NH:19][c:20]3[n:21][cH:22][c:23]([CH2:26][CH2:27][O:28][CH:29]4[CH2:30][CH2:31][CH2:32][CH2:33][O:34]4)[n:24][cH:25]3)[CH2:35][CH:36]3[CH2:37][CH2:38][O:39][CH2:40][CH2:41]3)[cH:7][cH:8][c:9]2[S:10](=[O:11])(=[O:12])[CH:13]2[CH2:14][CH2:15]2)[CH2:2][CH2:3]1.[ClH:42].[OH2:43]>>[CH:1]1([c:4]2[cH:5][c:6]([CH:16]([C:17](=[O:18])[NH:19][c:20]3[n:21][cH:22][c:23]([CH2:26][CH2:27][OH:28])[n:24][cH:25]3)[CH2:35][CH:36]3[CH2:37][CH2:38][O:39][CH2:40][CH2:41]3)[cH:7][cH:8][c:9]2[S:10](=[O:11])(=[O:12])[CH:13]2[CH2:14][CH2:15]2)[CH2:2][CH2:3]1.